Dataset: the Open Reaction Database (ORD), a public repository of structured organic reaction records. Task: describe an organic reaction: reactants, conditions, products, and yield Starting materials: BrCBr, O=C([O-])O, CCCCCC, [Cl-], [Cl-], [Cl-], [Cl-], ClCCl, [Na+], C1CCOC1, O, C#CCC1=C(C)C(O)CC1=O, [Ti+4], [Zn]. Yields the product C#CCC1=C(C)C(O)CC1=C. As a reaction SMILES: [Br:1][CH2:2][Br:3].[C:20](=[O:21])([OH:22])[O-:23].[CH3:35][CH2:36][CH2:37][CH2:38][CH2:39][CH3:40].[Cl-:29].[Cl-:30].[Cl-:31].[Cl-:32].[Cl:25][CH2:26][Cl:27].[Na+:24].[O:4]1[CH2:5][CH2:8][CH2:7][CH2:6]1.[OH2:34].[OH:9][CH:10]1[C:11]([CH3:19])=[C:12]([CH2:16][C:17]#[CH:18])[C:13](=[O:15])[CH2:14]1.[Ti+4:33].[Zn:28]>>[CH2:5]=[C:13]1[C:12]([CH2:16][C:17]#[CH:18])=[C:11]([CH3:19])[CH:10]([OH:9])[CH2:14]1. Starting materials: COC=1C=C2\C(\C(NC2=CC1)=O)=C/C1=CC=C2C(=NNC2=C1)\C=C\C1=NC=CC=C1 ((E)-5-methoxy-3-((3-((E)-2-(pyridin-2-yl)vinyl)-1H-indazol-6-yl)methylene)indolin-2-one), C1=CC(=CC(=C1)Cl)C(=O)OO (mCPBA). Solvent: ClCCl (dichloromethane). Conditions: time 24 hour. Product: COC=1C=C2/C(/C(NC2=CC1)=O)=C\C1=CC=C2C(=NNC2=C1)/C=C/C1=[N+](C=CC=C1)[O-] (2-((E)-2-(6-((E)-(5-methoxy-2-oxoindolin-3-ylidene)methyl)-1H-indazol-3-yl)vinyl)pyridine 1-oxide). The yield is 34.8%. Reaction SMILES: [CH3:1][O:2][C:3]1[CH:4]=[C:5]2[C:9](=[CH:10][CH:11]=1)[NH:8][C:7](=[O:12])/[C:6]/2=[CH:13]/[C:14]1[CH:22]=[C:21]2[C:17]([C:18](/[CH:23]=[CH:24]/[C:25]3[CH:30]=[CH:29][CH:28]=[CH:27][N:26]=3)=[N:19][NH:20]2)=[CH:16][CH:15]=1.C1C=C(Cl)C=C(C(OO)=[O:39])C=1>ClCCl>[CH3:1][O:2][C:3]1[CH:4]=[C:5]2[C:9](=[CH:10][CH:11]=1)[NH:8][C:7](=[O:12])/[C:6]/2=[CH:13]/[C:14]1[CH:22]=[C:21]2[C:17]([C:18](/[CH:23]=[CH:24]/[C:25]3[CH:30]=[CH:29][CH:28]=[CH:27][N+:26]=3[O-:39])=[N:19][NH:20]2)=[CH:16][CH:15]=1. Procedure details: A round bottom flask was charged with (E)-5-methoxy-3-((3-((E)-2-(pyridin-2-yl)vinyl)-1H-indazol-6-yl)methylene)indolin-2-one (25 mg, 0.063 mmol), mCPBA (13 mg, 0.076 mmol), and dichloromethane (4 mL). The reaction was stirred at rt for 24 hrs. Solvent was removed in vacuo and the residue was loaded onto a silica gel column. Elution with 90:10 CH2Cl2/MeOH gave 9 mg (35%) of the title compound as an orange solid. 1H NMR (400 MHz, CD3OD) δ 8.41 (d, J=6.0 Hz, 1H), 8.31 (d, J=8.5 Hz, 1H), 8.19 (d, J... Reactants: ClC1=NC(=CC2=CC=CC=C12)NC1=NNC=C1 ((1-chloro-isoquinolin-3-yl)-(1H-pyrazol-3-yl)-amine), CC1=CC=C(C=C1)O (4-methyl-phenol). Product: N1N=C(C=C1)NC=1N=C(C2=CC=CC=C2C1)OC1=CC=C(C=C1)C ((1H-pyrazol-3-yl)-(1-p-tolyloxy-isoquinolin-3-yl)-amine). Procedure details: Similar procedure as described in example 10 was used, starting from (1-chloro-isoquinolin-3-yl)-(1H-pyrazol-3-yl)-amine and 4-methyl-phenol to give (1H-pyrazol-3-yl)-(1-p-tolyloxy-isoquinolin-3-yl)-amine. LC-MS m/e 317(MH+). Reaction SMILES: Cl[C:2]1[C:11]2[C:6](=[CH:7][CH:8]=[CH:9][CH:10]=2)[CH:5]=[C:4]([NH:12][C:13]2[CH:17]=[CH:16][NH:15][N:14]=2)[N:3]=1.[CH3:18][C:19]1[CH:24]=[CH:23][C:22]([OH:25])=[CH:21][CH:20]=1>>[NH:15]1[CH:16]=[CH:17][C:13]([NH:12][C:4]2[N:3]=[C:2]([O:25][C:22]3[CH:23]=[CH:24][C:19]([CH3:18])=[CH:20][CH:21]=3)[C:11]3[C:6]([CH:5]=2)=[CH:7][CH:8]=[CH:9][CH:10]=3)=[N:14]1. Starting materials: ClCCl, O=C(O)C(F)(F)F, O=C(Nc1ccc2c(-c3nc4cc(N5CCOCC5)ccc4[nH]3)nn(C3CCCCO3)c2c1)C1CC1(F)F. Product: O=C(Nc1ccc2c(-c3nc4ccc(N5CCOCC5)cc4[nH]3)n[nH]c2c1)C1CC1(F)F. RXN SMILES: [Cl:46][CH2:47][Cl:48].[F:1][C:2]([F:3])([F:4])[C:5]([OH:6])=[O:7].[F:8][C:9]1([F:45])[CH:10]([C:12](=[O:13])[NH:14][c:15]2[cH:16][cH:17][c:18]3[c:19](-[c:30]4[n:31][c:32]5[c:33]([nH:34]4)[cH:35][cH:36][c:37]([N:39]4[CH2:40][CH2:41][O:42][CH2:43][CH2:44]4)[cH:38]5)[n:20][n:21]([CH:24]4[CH2:25][CH2:26][CH2:27][CH2:28][O:29]4)[c:22]3[cH:23]2)[CH2:11]1>>[F:8][C:9]1([F:45])[CH:10]([C:12](=[O:13])[NH:14][c:15]2[cH:16][cH:17][c:18]3[c:19](-[c:30]4[nH:31][c:32]5[c:33]([n:34]4)[cH:35][cH:36][c:37]([N:39]4[CH2:40][CH2:41][O:42][CH2:43][CH2:44]4)[cH:38]5)[n:20][nH:21][c:22]3[cH:23]2)[CH2:11]1. Solvent: CN(C(C)=O)C (N,N-dimethylacetamide), CN(C(C)=O)C (N,N-dimethylacetamide). The reactants are ClCCCCOC1=CC=C(C=C1)F (1-(4-chlorobutoxy)-4-fluorobenzene), ice water, Br.Br.CN(C=1SC2=C(N1)C=CC(=C2)O)C2CCNCC2 (2-(methyl-4-piperidinylamino)-6-benzothiazolol dihydrobromide), C([O-])([O-])=O.[Na+].[Na+] (sodium carbonate). Conditions: temperature 60 celsius, time 1 hour. Procedure details: A mixture of 2-(methyl-4-piperidinylamino)-6-benzothiazolol dihydrobromide (0.056 mol) and sodium carbonate (0.142 mol) in N,N-dimethylacetamide (500 ml) was stirred for 1 hour at 60° C. A solution of 1-(4-chlorobutoxy)-4-fluorobenzene (0.061 mol) in N,N-dimethylacetamide (15 ml) was added and the reaction mixture was stirred overnight at 60° C. The cooled reaction mixture was poured out into ice water. This mixture was extracted with toluene. The separated organic layer was dried (MgSO4), filte... RXN SMILES: Br.Br.C[N:4]([CH:15]1[CH2:20][CH2:19]NCC1)[C:5]1[S:6][C:7]2[CH:13]=[C:12]([OH:14])[CH:11]=[CH:10][C:8]=2[N:9]=1.[C:21](=[O:24])([O-:23])[O-].[Na+].[Na+].Cl[CH2:28][CH2:29][CH2:30][CH2:31][O:32][C:33]1[CH:38]=[CH:37][C:36]([F:39])=[CH:35][CH:34]=1>CN(C)C(=O)C>[C:12]([OH:14])(=[O:32])/[CH:13]=[CH:7]\[C:21]([OH:23])=[O:24].[F:39][C:36]1[CH:37]=[CH:38][C:33]([O:32][CH2:31][CH2:30][CH2:29][CH2:28][N:4]2[CH2:5][CH2:19][CH:20]([CH2:15][NH:4][C:5]3[S:6][C:7]4[CH:13]=[C:12]([OH:14])[CH:11]=[CH:10][C:8]=4[N:9]=3)[CH2:20][CH2:15]2)=[CH:34][CH:35]=1 |f:0.1.2,3.4.5,8.9|. Yields the product C(\C=C/C(=O)O)(=O)O.FC1=CC=C(OCCCCN2CCC(CC2)CNC=2SC3=C(N2)C=CC(=C3)O)C=C1 (2-[[1-[4-(4-fluorophenoxy)butyl]-4-piperidinyl]methylamino]-6-benzothiazolol (Z)-2-butenedioate). The yield is 117.8%.